This data is from the Open Reaction Database (ORD), a public repository of structured organic reaction records. The task is: describe an organic reaction: reactants, conditions, products, and yield Reactants: CCN(CC)C(C)N1CCNC(=O)C1c1ccccc1, CCN(CC)N1CCN(C(C=O)Cc2ccc(Cl)cc2)CC1c1ccccc1. Product: CCN(CC)N1CCN(C(C)Cc2ccc(Cl)cc2)CC1c1ccccc1. Reaction SMILES: [CH2:29]([N:30]([CH2:31][CH3:32])[CH:33]([N:34]1[CH2:35][CH2:36][NH:37][C:38](=[O:39])[CH:40]1[c:41]1[cH:42][cH:43][cH:44][cH:45][cH:46]1)[CH3:47])[CH3:48].[Cl:1][c:2]1[cH:3][cH:4][c:5]([CH2:6][CH:7]([CH:8]=[O:9])[N:10]2[CH2:11][CH:12]([c:21]3[cH:22][cH:23][cH:24][cH:25][cH:26]3)[N:13]([N:16]([CH2:17][CH3:18])[CH2:19][CH3:20])[CH2:14][CH2:15]2)[cH:27][cH:28]1>>[Cl:1][c:2]1[cH:3][cH:4][c:5]([CH2:6][CH:7]([CH3:8])[N:10]2[CH2:11][CH:12]([c:21]3[cH:22][cH:23][cH:24][cH:25][cH:26]3)[N:13]([N:16]([CH2:17][CH3:18])[CH2:19][CH3:20])[CH2:14][CH2:15]2)[cH:27][cH:28]1. Starting materials: CCOC(C)=O, CC(C)c1c(Cl)nc(Cl)nc1Cl, [H-], [Na+], CN(C)C=O, Cc1cc(O)cc(C#N)c1. The product is Cc1cc(C#N)cc(Oc2nc(Cl)nc(Cl)c2C(C)C)c1. Reaction SMILES: [CH3:25][CH2:26][O:27][C:28](=[O:29])[CH3:30].[Cl:13][c:14]1[n:15][c:16]([Cl:24])[c:17]([CH:21]([CH3:22])[CH3:23])[c:18]([Cl:20])[n:19]1.[H-:2].[Na+:1].[O:31]=[CH:32][N:33]([CH3:34])[CH3:35].[OH:3][c:4]1[cH:5][c:6]([C:7]#[N:8])[cH:9][c:10]([CH3:12])[cH:11]1>>[O:3]([c:4]1[cH:5][c:6]([C:7]#[N:8])[cH:9][c:10]([CH3:12])[cH:11]1)[c:18]1[c:17]([CH:21]([CH3:22])[CH3:23])[c:16]([Cl:24])[n:15][c:14]([Cl:13])[n:19]1. Starting materials: P(Cl)(Cl)(Cl)(Cl)Cl (Phosphorus pentachloride), C(=O)(O)COC=1C=CC2=C(CCCC(N2)=O)C1 (7-Carboxymethoxy-2,3,4,5-tetrahydro-1H-1-benzazepin-2-one), ClN1C(C(CCC2=C1C=CC(=C2)C(=O)OC)(Cl)Cl)=O (1,3,3-trichloro-7-carbomethoxy-2,3,4,5-tetrahydro-1-benzazepin-2-one). Run in C=1(C(=CC=CC1)C)C (xylene). Reaction conditions: temperature 90 celsius, time 1.5 hour. The product is ClC1(C(NC2=C(CC1)C=C(C=C2)C(=O)OC)=O)Cl (3,3-Dichloro-7-carbomethoxy-2,3,4,5-tetrahydro-1H-1-benzazepin-2-one). As a reaction SMILES: P(Cl)(Cl)(Cl)(Cl)Cl.C(COC1C=CC2NC(=O)CCCC=2C=1)(O)=O.Cl[N:25]1[C:31]2[CH:32]=[CH:33][C:34]([C:36]([O:38][CH3:39])=[O:37])=[CH:35][C:30]=2[CH2:29][CH2:28][C:27]([Cl:41])([Cl:40])[C:26]1=[O:42]>C1(C)C(C)=CC=CC=1>[Cl:41][C:27]1([Cl:40])[CH2:28][CH2:29][C:30]2[CH:35]=[C:34]([C:36]([O:38][CH3:39])=[O:37])[CH:33]=[CH:32][C:31]=2[NH:25][C:26]1=[O:42]. Reported procedure: Phosphorus pentachloride (40.55 g, 194.7 mmol) was added to a mixture of 7-carbomethoxy-2,3,4,5-tetrahydro-1H-1-benzazepin-2-one 2 (14.23 g, 64.91 mmol) and xylene (200 mL) and was heated to 90° C. over a period of 15 min. After an additional 35 min at 90° C. the resulting solution was cooled to RT, filtered, concentrated, and saturated Na2CO3 (200 mL, aqueous) was added to the resulting oil. After stirring the mixture for 1.5 h the solid material was filtered and washed with EtOH (×2) then ethe... Reactants: OC1=CC=C(C=C1)C1=C(C=2C(=NC=CN2)N1)CCC(=O)O (3-{6-(4-Hydroxyphenyl)-5H-pyrrolo[2,3-b]pyrazin-7-yl}propionic acid), C(C)O (ethanol). The product is OC1=CC=C(C=C1)C1=C(C=2C(=NC=CN2)N1)CCC(=O)OCC (Ethyl 3-{6-(4-hydroxyphenyl)-5H-pyrrolo[2,3-b]pyrazin-7-yl}propionate). As a reaction SMILES: [OH:1][C:2]1[CH:7]=[CH:6][C:5]([C:8]2[NH:16][C:11]3=[N:12][CH:13]=[CH:14][N:15]=[C:10]3[C:9]=2[CH2:17][CH2:18][C:19]([OH:21])=[O:20])=[CH:4][CH:3]=1.[CH2:22](O)[CH3:23]>>[OH:1][C:2]1[CH:7]=[CH:6][C:5]([C:8]2[NH:16][C:11]3=[N:12][CH:13]=[CH:14][N:15]=[C:10]3[C:9]=2[CH2:17][CH2:18][C:19]([O:21][CH2:22][CH3:23])=[O:20])=[CH:4][CH:3]=1. Procedure details: A solution of 3-{6-(4-hydroxyphenyl)-5H-pyrrolo[2,3-b]pyrazin-7-yl}propionic acid (0.02 g) [Example 30] in ethanol (2 mL) was treated with a catalytic amount of paratoluenesulfonic acid. The mixture was refluxed for 4 hours, the solvent removed by evaporation and the precipitate filtered. The solid was then taken in ethyl acetate, the organic layer washed with water, brine, dried over magnesium sulfate and evaporated to give a yellow solid which was subjected to flash chromatography on silica, e... Reactants: C12(CC3CC(CC(C1)C3)C2)CO (adamantan-1-ylmethanol), C1(CCCCCC1)CCO (2-cycloheptylethanol), ClC=1C(=CC(=C(C(=O)NS(=O)(=O)C)C1)F)F (5-chloro-2,4-difluoro-N-(methylsulfonyl)benzamide), ClC=1C(=CC(=C(C(=O)NS(N(C)C)(=O)=O)C1)F)F (5-chloro-N—(N,N-dimethylsulfamoyl)-2,4-difluorobenzamide). Product: ClC=1C(=CC(=C(C(=O)NS(N(C)C)(=O)=O)C1)F)OCCC1CCCCCC1 (5-chloro-4-(2-cycloheptylethoxy)-N—(N,N-dimethylsulfamoyl)-2-fluorobenzamide), solid. Isolated yield 26.0%. As a reaction SMILES: ClC1C(F)=CC(F)=C(C=1)C(NS(C)(=O)=O)=O.[Cl:17][C:18]1[C:19](F)=[CH:20][C:21]([F:33])=[C:22]([CH:32]=1)[C:23]([NH:25][S:26](=[O:31])(=[O:30])[N:27]([CH3:29])[CH3:28])=[O:24].[C:35]12([CH2:45][OH:46])[CH2:44][CH:39]3[CH2:40][CH:41]([CH2:43][CH:37]([CH2:38]3)C1)C2.C1(CCO)CCCCCC1>>[Cl:17][C:18]1[C:19]([O:46][CH2:45][CH2:35][CH:44]2[CH2:38][CH2:37][CH2:43][CH2:41][CH2:40][CH2:39]2)=[CH:20][C:21]([F:33])=[C:22]([CH:32]=1)[C:23]([NH:25][S:26](=[O:31])(=[O:30])[N:27]([CH3:29])[CH3:28])=[O:24]. Procedure: Following the procedure as described in Example 8 and making variations as required to replace 5-chloro-2,4-difluoro-N-(methylsulfonyl)benzamide with 5-chloro-N—(N,N-dimethylsulfamoyl)-2,4-difluorobenzamide and adamantan-1-ylmethanol with 2-cycloheptylethanol, the title compound was obtained as a colorless solid (0.11 g, 26%): 1H NMR (300 MHz, DMSO-d6) δ 11.75 (s, 1H), 7.72 (d, J=7.5 Hz, 1H), 7.26 (d, J=12.4 Hz, 1H), 4.16 (t, J=6.2 Hz, 2H), 2.87 (s, 6H), 1.76-1.35 (m, 13H), 1.29-1.17 (m, 2H); MS... The reactants are ClC=1C(=C(C=CC1)C1NCC(C1(C#N)C1=C(C=C(C=C1)Cl)F)CC(C)(C)C)F (rac-(2S,3S,4S)-2-(3-chloro-2-fluoro-phenyl)-3-(4-chloro-2-fluoro-phenyl)-4-(2,2-dimethyl-propyl)-pyrrolidine-3-carbonitrile), C(#N)C1=CC=C(C=C1)N=C=O (1-cyano-4-isocyanato-benzene). Solvent: C(Cl)Cl (CH2Cl2). Run at time 1 hour. Yields the product C(#N)C1=CC=C(C=C1)NC(=O)N1C(C(C(C1)CC(C)(C)C)(C#N)C1=C(C=C(C=C1)Cl)F)C1=C(C(=CC=C1)Cl)F (rac-(2S,3S,4S)-2-(3-chloro-2-fluoro-phenyl)-3-(4-chloro-2-fluoro-phenyl)-3-cyano-4-(2,2-dimethyl-propyl)-pyrrolidine-1-carboxylic acid (4-cyano-phenyl)-amide). The yield is 47.9%. RXN SMILES: [Cl:1][C:2]1[C:3]([F:28])=[C:4]([CH:8]2[C:12]([C:15]3[CH:20]=[CH:19][C:18]([Cl:21])=[CH:17][C:16]=3[F:22])([C:13]#[N:14])[CH:11]([CH2:23][C:24]([CH3:27])([CH3:26])[CH3:25])[CH2:10][NH:9]2)[CH:5]=[CH:6][CH:7]=1.[C:29]([C:31]1[CH:36]=[CH:35][C:34]([N:37]=[C:38]=[O:39])=[CH:33][CH:32]=1)#[N:30]>C(Cl)Cl>[C:29]([C:31]1[CH:32]=[CH:33][C:34]([NH:37][C:38]([N:9]2[CH2:10][CH:11]([CH2:23][C:24]([CH3:25])([CH3:27])[CH3:26])[C:12]([C:15]3[CH:20]=[CH:19][C:18]([Cl:21])=[CH:17][C:16]=3[F:22])([C:13]#[N:14])[CH:8]2[C:4]2[CH:5]=[CH:6][CH:7]=[C:2]([Cl:1])[C:3]=2[F:28])=[O:39])=[CH:35][CH:36]=1)#[N:30]. Procedure details: A mixture of rac-(2S,3S,4S)-2-(3-chloro-2-fluoro-phenyl)-3-(4-chloro-2-fluoro-phenyl)-4-(2,2-dimethyl-propyl)-pyrrolidine-3-carbonitrile (84.6 mg, 0.20 mmol) and 1-cyano-4-isocyanato-benzene (Aldrich, 34.7 mg, 0.24 mmol) in CH2Cl2 (2 mL) was stirred at rt for 1 h. The reaction mixture was then concentrated and triturated with EtOAt and the solid was collected to give rac-(2S,3S,4S)-2-(3-chloro-2-fluoro-phenyl)-3-(4-chloro-2-fluoro-phenyl)-3-cyano-4-(2,2-dimethyl-propyl)-pyrrolidine-1-carboxylic ... Run in [OH-].[Na+] (NaOH). Procedure details: 2-(1-Methyl-4-phenyl-1H-imidazol-5-yl)[1,3]thiazolo[5,4-d]pyrimidine-7-thiol (Example 31) (2.91 g) was dissolved in 2M NaOH (50 mL) then methyl iodide (0.67 mL) added under an inert atmosphere at ambient temperature. After 2.5 hours the reaction mixture was filtered, washed with water, dried under high-vacuum to give the title compound as a pale brown solid (2.9 g, 95%); The product is CN1C=NC(=C1C=1SC=2N=CN=C(C2N1)SC)C1=CC=CC=C1 (2-(1-Methyl-4-phenyl-1H-imidazol-5-yl)-7-(methylthio)[1,3]thiazolo[5,4-d]pyrimidine). The yield is 95.0%. Starting materials: CN1C=NC(=C1C=1SC=2N=CN=C(C2N1)S)C1=CC=CC=C1 (2-(1-Methyl-4-phenyl-1H-imidazol-5-yl)[1,3]thiazolo[5,4-d]pyrimidine-7-thiol), CI (methyl iodide). As a reaction SMILES: [CH3:1][N:2]1[C:6]([C:7]2[S:8][C:9]3[N:10]=[CH:11][N:12]=[C:13]([SH:16])[C:14]=3[N:15]=2)=[C:5]([C:17]2[CH:22]=[CH:21][CH:20]=[CH:19][CH:18]=2)[N:4]=[CH:3]1.[CH3:23]I>[OH-].[Na+]>[CH3:1][N:2]1[C:6]([C:7]2[S:8][C:9]3[N:10]=[CH:11][N:12]=[C:13]([S:16][CH3:23])[C:14]=3[N:15]=2)=[C:5]([C:17]2[CH:18]=[CH:19][CH:20]=[CH:21][CH:22]=2)[N:4]=[CH:3]1 |f:2.3|.